describe an organic reaction: reactants, conditions, products, and yield From a dataset of the Open Reaction Database (ORD), a public repository of structured organic reaction records. Starting materials: N1=CC=CC2=CC(=CC=C12)C(=O)O (quinoline-6-carboxylic acid), Cl (hydrogen chloride), CO (MeOH), Cl (hydrogen chloride). Reaction conditions: time 18 hour. The product is N1=CC=CC2=CC(=CC=C12)C(=O)OC (Methyl quinoline-6-carboxylate). Reaction SMILES: [N:1]1[C:10]2[C:5](=[CH:6][C:7]([C:11]([OH:13])=[O:12])=[CH:8][CH:9]=2)[CH:4]=[CH:3][CH:2]=1.Cl.[CH3:15]O>>[N:1]1[C:10]2[C:5](=[CH:6][C:7]([C:11]([O:13][CH3:15])=[O:12])=[CH:8][CH:9]=2)[CH:4]=[CH:3][CH:2]=1. Procedure details: To a solution of quinoline-6-carboxylic acid (1.00 g, 5.77 mmol) in MeOH (10 mL) was added hydrogen chloride (2.00 mL, 8.00 mmol) (4.0M in 1,4-dioxane). The reaction was stirred 18 h at rt, LCMS shows <10% conversion. Additional hydrogen chloride (2.00 mL, 8.00 mmol) was added and the reaction heated to 50° C. in an oil bath 36 h. The reaction was cooled to rt and concentrated in vacuo. The solid was dissolved in DCM and extracted with sat. aqueous NaHCO3 (2×50 mL). The organic layer was dried (...